Dataset: the Open Reaction Database (ORD), a public repository of structured organic reaction records. Task: describe an organic reaction: reactants, conditions, products, and yield The reactants are OBO, O=C([O-])[O-], Cc1ccccc1, FC(=CC1(c2ccc(Cl)cc2)CC1)CBr, Fc1ccccc1Oc1ccccc1, [K+], [K+], O. The product is FC(=CC1(c2ccc(Cl)cc2)CC1)Cc1ccc(F)c(Oc2ccccc2)c1. As a reaction SMILES: [BH:16]([OH:17])[OH:18].[C:33](=[O:34])([O-:35])[O-:36].[CH3:39][c:40]1[cH:41][cH:42][cH:43][cH:44][cH:45]1.[Cl:1][c:2]1[cH:3][cH:4][c:5]([C:8]2([CH:11]=[C:12]([CH2:13][Br:14])[F:15])[CH2:9][CH2:10]2)[cH:6][cH:7]1.[F:19][c:20]1[c:21]([O:26][c:27]2[cH:28][cH:29][cH:30][cH:31][cH:32]2)[cH:22][cH:23][cH:24][cH:25]1.[K+:37].[K+:38].[OH2:46]>>[Cl:1][c:2]1[cH:3][cH:4][c:5]([C:8]2([CH:11]=[C:12]([CH2:13][c:23]3[cH:22][c:21]([O:26][c:27]4[cH:28][cH:29][cH:30][cH:31][cH:32]4)[c:20]([F:19])[cH:25][cH:24]3)[F:15])[CH2:9][CH2:10]2)[cH:6][cH:7]1. The reactants are C[O-].[Na+] (Sodium methoxide), Cl.NO (Hydroxylamine hydrochloride), FC(C(=CC#N)OC)(F)F (4,4,4-trifluoro-3-methoxybut-2-enenitrile). The solvent is CO (methanol). Run at temperature 0 celsius, time 15 minute. Product: FC(C(=CC(N)=NO)OC)(F)F (4,4,4-trifluoro-N′-hydroxy-3-methoxybut-2-enimidamide). RXN SMILES: Cl.[NH2:2][OH:3].C[O-].[Na+].[F:7][C:8]([F:16])([F:15])[C:9]([O:13][CH3:14])=[CH:10][C:11]#[N:12]>CO>[F:7][C:8]([F:16])([F:15])[C:9]([O:13][CH3:14])=[CH:10][C:11](=[N:2][OH:3])[NH2:12] |f:0.1,2.3|. Procedure: Hydroxylamine hydrochloride (2.88 g, 41. 5 mmol) was dissolved in methanol (20 mL) and cooled to 0° C. in an ice-bath. Sodium methoxide (2.24 g, 41.5 mmol) was added and the resulting suspension stirred at room temperature for 15 minutes. The suspension was cooled to 0° C., 4,4,4-trifluoro-3-methoxybut-2-enenitrile (26 mmol) was added dropwise and the mixture allowed to slowly warm to room temperature. The mixture was then heated to 60° C. overnight. The white solid was removed by filtration, wa... Starting materials: CC1=C(C=O)C=CC(=C1)C (2,4-dimethyl-benzaldehyde), C(CC(=O)O)(=O)O (malonic acid). Product: CC1=C(C=CC(=C1)C)C=CC(=O)O (3-(2,4-dimethyl-phenyl)-acrylic acid). Reaction SMILES: [CH3:1][C:2]1[CH:9]=[C:8]([CH3:10])[CH:7]=[CH:6][C:3]=1[CH:4]=O.C(O)(=O)[CH2:12][C:13]([OH:15])=[O:14]>>[CH3:1][C:2]1[CH:9]=[C:8]([CH3:10])[CH:7]=[CH:6][C:3]=1[CH:4]=[CH:12][C:13]([OH:15])=[O:14]. Procedure details: According to the previously described general procedure (GP1), Knoevenagel condensation (75° C.; 3h30) between 2,4-dimethyl-benzaldehyde (10.000 g; 74.528 mmol) and malonic acid (14.735 g; 141.607 mmol) gave the product 3-(2,4-dimethyl-phenyl)-acrylic acid as a colorless solid (9.720 g; 74%). LC-MS: tR=0.86 min; [M+H]+: no ionisation. The reactants are aqueous solution, [OH-].[Na+] (sodium hydroxide), C(=O)(O)CN1C(C(CSC2=C1C=CC=C2)NC(CCCCCCCC)C(=O)OCC)=O (5-carboxymethyl-3-(1-ethoxycarbonylnonylamino)-2,3-dihydro-1,5-benzothiazepin-4(5H)-one). Run in C(C)O (ethanol). Product: C(=O)(O)CN1C(C(CSC2=C1C=CC=C2)NC(CCCCCCCC)C(=O)O)=O (5-carboxymethyl-3-(1-carboxynonylamino)-2,3-dihydro-1,5-benzothiazepin-4(5H)-one). Yield: 92.7%. As a reaction SMILES: [C:1]([CH2:4][N:5]1[C:11]2[CH:12]=[CH:13][CH:14]=[CH:15][C:10]=2[S:9][CH2:8][CH:7]([NH:16][CH:17]([C:26]([O:28]CC)=[O:27])[CH2:18][CH2:19][CH2:20][CH2:21][CH2:22][CH2:23][CH2:24][CH3:25])[C:6]1=[O:31])([OH:3])=[O:2].[OH-].[Na+]>C(O)C>[C:1]([CH2:4][N:5]1[C:11]2[CH:12]=[CH:13][CH:14]=[CH:15][C:10]=2[S:9][CH2:8][CH:7]([NH:16][CH:17]([C:26]([OH:28])=[O:27])[CH2:18][CH2:19][CH2:20][CH2:21][CH2:22][CH2:23][CH2:24][CH3:25])[C:6]1=[O:31])([OH:3])=[O:2] |f:1.2|. Procedure details: 690 mg of the 5-carboxymethyl-3-(1-ethoxycarbonylnonylamino)-2,3-dihydro-1,5-benzothiazepin-4(5H)-one obtained in Example 18 was dissolved in 10 ml of ethanol and 4 ml of a 1N aqueous solution of sodium hydroxide and then reacted at room temperature for 3 hours. After the reaction mixture was concentrated under reduced pressure, the residue was dissolved in 5 ml of water. This solution was adjusted to pH 2 with hydrochloric acid. The precipitated white crystals were separated by filtration and w... Starting materials: C(CC(=O)OCC)(=O)OCC (Diethyl malonate), [H-].[Na+] (sodium hydride), ClC1=C(C(=CC(=C1)Cl)Cl)Br (2,4,6-trichlorobromobenzene), Cl (Hydrochloric acid). Reagents/catalysts: [Cu]Br (copper(I) bromide). Solvent: O1CCOCC1 (1,4-dioxane), O1CCOCC1 (1,4-dioxane). Run at temperature 55 celsius, time 10 minute. Product: ClC1=C(C(=CC(=C1)Cl)Cl)C(C(=O)OCC)C(=O)OCC (Diethyl 2,4,6-Trichlorophenylmalonate). The yield is 63.6%. RXN SMILES: [C:1]([O:9][CH2:10][CH3:11])(=[O:8])[CH2:2][C:3]([O:5][CH2:6][CH3:7])=[O:4].[H-].[Na+].[Cl:14][C:15]1[CH:20]=[C:19]([Cl:21])[CH:18]=[C:17]([Cl:22])[C:16]=1Br.Cl>[Cu]Br.O1CCOCC1>[Cl:14][C:15]1[CH:20]=[C:19]([Cl:21])[CH:18]=[C:17]([Cl:22])[C:16]=1[CH:2]([C:3]([O:5][CH2:6][CH3:7])=[O:4])[C:1]([O:9][CH2:10][CH3:11])=[O:8] |f:1.2|. Procedure details: Diethyl malonate (6.21 mol) is added to a mixture of sodium hydride (5.13 mol) and 1,4-dioxane (1400 ml) at 55 to 60° C. within 3 hours. The mixture is stirred for 10 minutes at 55° C. and copper(I) bromide (0.5 mol) is added. A mixture of 2,4,6-trichlorobromobenzene (2.50 mol) and 1,4-dioxane (600 ml) is added. The reaction mixture is heated at 100° C. for 14 hours and cooled to 15° C. Hydrochloric acid (12N, 350 ml) is added slowly at 15 to 20° C. The organic phase is separated off and the aqu...